From a dataset of the Open Reaction Database (ORD), a public repository of structured organic reaction records. describe an organic reaction: reactants, conditions, products, and yield Starting materials: NC(=O)C1Cc2c([nH]c3ccccc23)CN1C(=O)OCc1ccccc1, CC(=O)O, CCO. Yields the product NC(=O)C1Cc2c([nH]c3ccccc23)CN1. Reaction SMILES: [CH2:1]([O:2][C:3](=[O:4])[N:11]1[CH2:12][c:13]2[nH:14][c:15]3[cH:16][cH:17][cH:18][cH:19][c:20]3[c:21]2[CH2:22][CH:23]1[C:24](=[O:25])[NH2:26])[c:5]1[cH:6][cH:7][cH:8][cH:9][cH:10]1.[CH3:27][C:28](=[O:29])[OH:30].[CH3:31][CH2:32][OH:33]>>[NH:11]1[CH2:12][c:13]2[nH:14][c:15]3[cH:16][cH:17][cH:18][cH:19][c:20]3[c:21]2[CH2:22][CH:23]1[C:24](=[O:25])[NH2:26]. Starting materials: CCOC(=O)Cl, OCCI, c1ccncc1, c1ccccc1. Yields the product CCOC(=O)OCCI. RXN SMILES: [Cl:5][C:6](=[O:7])[O:8][CH2:9][CH3:10].[I:1][CH2:2][CH2:3][OH:4].[cH:11]1[cH:12][cH:13][n:14][cH:15][cH:16]1.[cH:17]1[cH:18][cH:19][cH:20][cH:21][cH:22]1>>[I:1][CH2:2][CH2:3][O:4][C:6](=[O:7])[O:8][CH2:9][CH3:10].